describe an organic reaction: reactants, conditions, products, and yield From a dataset of the Open Reaction Database (ORD), a public repository of structured organic reaction records. The reactants are NC1=CC(CC(C1)(C)C)=O (3-amino-5,5-dimethylcyclohex-2-enone), CC(C=O)=COCC (2-methyl-3-ethoxyacrolein). Product: CC=1C=NC=2CC(CC(C2C1)=O)(C)C (3,7,7-Trimethyl-7,8-dihydro-5(6H)-quinolone). The yield is 60.8%. RXN SMILES: [NH2:1][C:2]1[CH2:7][C:6]([CH3:9])([CH3:8])[CH2:5][C:4](=[O:10])[CH:3]=1.[CH3:11][C:12](=[CH:15]OCC)[CH:13]=O>>[CH3:15][C:12]1[CH:11]=[N:1][C:2]2[CH2:7][C:6]([CH3:9])([CH3:8])[CH2:5][C:4](=[O:10])[C:3]=2[CH:13]=1. Reported procedure: A mixture of 3-amino-5,5-dimethylcyclohex-2-enone (27.8g., 0.2 mol.) and 2-methyl-3-ethoxyacrolein (22.8 g., 0.2 mol.), in an apparatus equipped for downward distillation, was heated in an oil bath at 120° until the theoretical quantity of distillate was collected (13 ml.) The cooled residue was diluted with 2N HCl (50 ml.), extracted with ethyl acetate (3 × 50 ml.) and the combined extracts discarded. The aqueous solution was adjusted to pH 9.0 with sodium carbonate and extracted with ethyl ace... Reactants: COC(=O)c1ccc2nc(C3(C)CC3)ccc2c1, CO, [Na+], [OH-]. Yields the product CC1(c2ccc3cc(C(=O)O)ccc3n2)CC1. Reaction SMILES: [CH3:1][O:2][C:3](=[O:4])[c:5]1[cH:6][c:7]2[cH:8][cH:9][c:10]([C:15]3([CH3:18])[CH2:16][CH2:17]3)[n:11][c:12]2[cH:13][cH:14]1.[CH3:21][OH:22].[Na+:20].[OH-:19]>>[O:2]=[C:3]([OH:4])[c:5]1[cH:6][c:7]2[cH:8][cH:9][c:10]([C:15]3([CH3:18])[CH2:16][CH2:17]3)[n:11][c:12]2[cH:13][cH:14]1.